Dataset: the Open Reaction Database (ORD), a public repository of structured organic reaction records. Task: describe an organic reaction: reactants, conditions, products, and yield Starting materials: [Br-], CC(C)(C)[O-], C[P+](c1ccccc1)(c1ccccc1)c1ccccc1, CS(C)=O, [K+], O=C1CCC2(CC1)OCCO2, O. The product is C=C1CCC2(CC1)OCCO2. As a reaction SMILES: [Br-:19].[CH3:1][C:2]([CH3:3])([O-:4])[CH3:5].[CH3:20][P+:21]([c:22]1[cH:23][cH:24][cH:25][cH:26][cH:27]1)([c:28]1[cH:29][cH:30][cH:31][cH:32][cH:33]1)[c:34]1[cH:35][cH:36][cH:37][cH:38][cH:39]1.[CH3:40][S:41]([CH3:42])=[O:43].[K+:6].[O:7]1[CH2:8][CH2:9][O:10][C:11]12[CH2:12][CH2:13][C:14](=[O:17])[CH2:15][CH2:16]2.[OH2:18]>>[CH2:1]=[C:14]1[CH2:13][CH2:12][C:11]2([O:7][CH2:8][CH2:9][O:10]2)[CH2:16][CH2:15]1. The reactants are COC=1C=C(C=CC1)C(C(=O)C1=CC=CC=C1)CC (m-methoxyphenyl-2-phenyl-1-butanone), C1(=CC=CC=C1)C(C(CCC1=CC(=CC=C1)OC)C1=CC=CC=C1)=O (1,2-diphenyl-4-(m-methoxyphenyl)-1 -butanone). Product: C1(=CC=CC=C1)C(C(CCC1=CC(=CC=C1)OC)C1=CC=CC=C1)O (1,2-diphenyl-4-(m-methoxyphenyl)-1-butanol). RXN SMILES: COC1C=C(C(CC)C(C2C=CC=CC=2)=O)C=CC=1.[C:20]1([C:26](=[O:44])[CH:27]([C:38]2[CH:43]=[CH:42][CH:41]=[CH:40][CH:39]=2)[CH2:28][CH2:29][C:30]2[CH:35]=[CH:34][CH:33]=[C:32]([O:36][CH3:37])[CH:31]=2)[CH:25]=[CH:24][CH:23]=[CH:22][CH:21]=1>>[C:20]1([CH:26]([OH:44])[CH:27]([C:38]2[CH:43]=[CH:42][CH:41]=[CH:40][CH:39]=2)[CH2:28][CH2:29][C:30]2[CH:35]=[CH:34][CH:33]=[C:32]([O:36][CH3:37])[CH:31]=2)[CH:25]=[CH:24][CH:23]=[CH:22][CH:21]=1. Procedure details: Using the procedure of step A of Example 3, but replacing 1-(p-hydroxyphenyl)-4-(m-methoxyphenyl-2-phenyl-1-butanone by 1,2-diphenyl-4-(m-methoxyphenyl)-1 -butanone there is obtained 1,2-diphenyl-4-(m-methoxyphenyl)-1-butanol. Reactants: CCOC(C)=O, CCO, CCOC(=O)c1cc2cccc3c2n1C(C1CCCCC1)CO3, [Cu], [Na+], [OH-], O. The product is c1cc2c3c(c1)ccn3C(C1CCCCC1)CO2. RXN SMILES: [CH3:26][CH2:27][O:28][C:29](=[O:30])[CH3:31].[CH3:33][CH2:34][OH:35].[CH:1]1([CH:7]2[CH2:8][O:9][c:10]3[c:11]4[n:12]2[c:13]([C:19]([O:20][CH2:21][CH3:22])=[O:23])[cH:14][c:15]4[cH:16][cH:17][cH:18]3)[CH2:2][CH2:3][CH2:4][CH2:5][CH2:6]1.[Cu:36].[Na+:25].[OH-:24].[OH2:32]>>[CH:1]1([CH:7]2[CH2:8][O:9][c:10]3[c:11]4[n:12]2[cH:13][cH:14][c:15]4[cH:16][cH:17][cH:18]3)[CH2:2][CH2:3][CH2:4][CH2:5][CH2:6]1. The solvent is C(C)O (ethyl alcohol). The product is Cl.NC1=NNC2=CC=C(C=C12)O (3-amino-5-hydroxyindazole hydrochloride). Starting materials: NC1=NNC2=CC=C(C=C12)O (3-amino-5-hydroxyindazole), Cl (hydrogen chloride), C(C)OCC (diethyl ether). Procedure: In 50 ml of absolute ethyl alcohol was dissolved 3.5 g of the 3-amino-5-hydroxyindazole, and into the solution was introduced dried hydrogen chloride gas under cooling with ice. Then to the solution was added anhydrous diethyl ether to separate crystals. The crystals were obtained by filtration and dried to give 3-amino-5-hydroxyindazole hydrochloride having the following analytical value. As a reaction SMILES: [NH2:1][C:2]1[C:10]2[C:5](=[CH:6][CH:7]=[C:8]([OH:11])[CH:9]=2)[NH:4][N:3]=1.[ClH:12].C(OCC)C>C(O)C>[ClH:12].[NH2:1][C:2]1[C:10]2[C:5](=[CH:6][CH:7]=[C:8]([OH:11])[CH:9]=2)[NH:4][N:3]=1 |f:4.5|. Starting materials: CCO, [Na+], [OH-], COC(=O)c1ccccc1-c1ccc(C)cc1. Product: Cc1ccc(-c2ccccc2C(=O)O)cc1. Reaction SMILES: [CH3:20][CH2:21][OH:22].[Na+:19].[OH-:18].[c:1]1([CH3:17])[cH:2][cH:3][c:4](-[c:7]2[c:8]([C:9](=[O:10])[O:11][CH3:12])[cH:13][cH:14][cH:15][cH:16]2)[cH:5][cH:6]1>>[c:1]1([CH3:17])[cH:2][cH:3][c:4](-[c:7]2[c:8]([C:9](=[O:10])[OH:11])[cH:13][cH:14][cH:15][cH:16]2)[cH:5][cH:6]1.